This data is from the Open Reaction Database (ORD), a public repository of structured organic reaction records. The task is: describe an organic reaction: reactants, conditions, products, and yield Starting materials: C(CCC)[Li] (butyl lithium), B(F)(F)F.CCOCC (boron trifluoride diethyl etherate), FC=1C=C(C=C(C1)C(F)(F)F)Br (3-fluoro-5-trifluoromethyl-bromo-benzene), C12C(CCCC1)O2 (cyclohexene oxide). Solvent: CCOCC (Et2O), CCCCCC (hexane). Reaction conditions: temperature -78 celsius, time 30 minute. Product: FC=1C=C(C=C(C1)C(F)(F)F)C1C(CCCC1)O (rac-2-(3-Fluoro-5-trifluoromethyl-phenyl)-cyclohexanol). As a reaction SMILES: [F:1][C:2]1[CH:3]=[C:4](Br)[CH:5]=[C:6]([C:8]([F:11])([F:10])[F:9])[CH:7]=1.C([Li])CCC.[CH:18]12[O:24][CH:19]1[CH2:20][CH2:21][CH2:22][CH2:23]2.B(F)(F)F.CCOCC>CCOCC.CCCCCC>[F:1][C:2]1[CH:3]=[C:4]([CH:18]2[CH2:23][CH2:22][CH2:21][CH2:20][CH:19]2[OH:24])[CH:5]=[C:6]([C:8]([F:11])([F:10])[F:9])[CH:7]=1 |f:3.4|. Reported procedure: A stirred solution of 8.00 g (32.9 mmol) 3-fluoro-5-trifluoromethyl-bromo-benzene in 40 ml Et2O under nitrogen was cooled to −78° C. and drop-wise 20.56 ml (32.9 mmol) of a 1.6 M butyl lithium solution in hexane were added. The reaction was strongly exothermic and the temperature was kept below −70° C. Then after 30 min. at −78° C. 2.66 ml (2.58 g, 26.3 mmol) cyclohexene oxide were added followed by 3.75 ml (4.2 g, 29.6 mmol) boron trifluoride diethyl etherate. The latter has to be added drop-wi... Starting materials: OC1=CC=C(C=C1)CC(=O)OCC (ethyl 4-hydroxyphenylacetate), C(CCCCCCCCCCC)Br (dodecyl bromide), C([O-])([O-])=O.[K+].[K+] (potassium carbonate), [OH-].[Na+] (sodium hydroxide). Run in CN(C=O)C (dimethylformamide), O (water). Reaction conditions: temperature 100 celsius, time 1 hour. Product: C(CCCCCCCCCCC)OC1=CC=C(C=C1)CC(=O)O (4-dodecyloxyphenylacetic acid). The yield is 62.4%. As a reaction SMILES: [OH:1][C:2]1[CH:7]=[CH:6][C:5]([CH2:8][C:9]([O:11]CC)=[O:10])=[CH:4][CH:3]=1.[CH2:14](Br)[CH2:15][CH2:16][CH2:17][CH2:18][CH2:19][CH2:20][CH2:21][CH2:22][CH2:23][CH2:24][CH3:25].C(=O)([O-])[O-].[K+].[K+].[OH-].[Na+]>O.CN(C)C=O>[CH2:25]([O:1][C:2]1[CH:3]=[CH:4][C:5]([CH2:8][C:9]([OH:11])=[O:10])=[CH:6][CH:7]=1)[CH2:24][CH2:23][CH2:22][CH2:21][CH2:20][CH2:19][CH2:18][CH2:17][CH2:16][CH2:15][CH3:14] |f:2.3.4,5.6|. Procedure details: To a dimethylformamide (DMF, 100 ml) solution of ethyl 4-hydroxyphenylacetate (18 g, 0.1 mol.) and dodecyl bromide (25 g, 0.1 mol.) was added potassium carbonate (15 g, 0.1 mol.). The mixture was stirred at 100° C. for one hour. To the reaction solution, after cooling, was added water (200 ml) and the mixture was subjected to extraction with isopropyl ether (IPE). The organic layer was washed with water, dried and concentrated under reduced pressure. The concentrate was dissolved in a mixture of... Reactants: Cl, ClI, Nc1ccc(C(=O)C(F)(F)F)cc1, [Na+], O=C([O-])O. Product: Nc1ccc(C(=O)C(F)(F)F)cc1I. RXN SMILES: [ClH:21].[I:14][Cl:15].[NH2:1][c:2]1[cH:3][cH:4][c:5]([C:8]([C:9]([F:10])([F:11])[F:12])=[O:13])[cH:6][cH:7]1.[Na+:20].[O-:16][C:17]([OH:18])=[O:19]>>[NH2:1][c:2]1[c:3]([I:14])[cH:4][c:5]([C:8]([C:9]([F:10])([F:11])[F:12])=[O:13])[cH:6][cH:7]1. The reactants are [Br-], COc1ccccc1N1CCNCC1, Cc1ccccc1, [K+], [Li+], [OH-], O, OCc1ccc(O)cc1. The product is COc1ccccc1N1CCN(Cc2ccc(O)cc2)CC1. RXN SMILES: [Br-:27].[CH3:10][O:11][c:12]1[c:13]([N:18]2[CH2:19][CH2:20][NH:21][CH2:22][CH2:23]2)[cH:14][cH:15][cH:16][cH:17]1.[CH3:28][c:29]1[cH:30][cH:31][cH:32][cH:33][cH:34]1.[K+:25].[Li+:26].[OH-:24].[OH2:35].[OH:1][c:2]1[cH:3][cH:4][c:5]([CH2:8][OH:9])[cH:6][cH:7]1>>[OH:1][c:2]1[cH:3][cH:4][c:5]([CH2:8][N:21]2[CH2:20][CH2:19][N:18]([c:13]3[c:12]([O:11][CH3:10])[cH:17][cH:16][cH:15][cH:14]3)[CH2:23][CH2:22]2)[cH:6][cH:7]1. Starting materials: [K+], [K+], N#Cc1c([N+](=O)[O-])cccc1[N+](=O)[O-], O=C([O-])[O-], CN(C)C=O, O, Sc1ccccc1, c1ccncc1. Yields the product N#Cc1c(Sc2ccccc2)cccc1[N+](=O)[O-]. As a reaction SMILES: [K+:22].[K+:23].[N+:1]([O-:2])(=[O:3])[c:4]1[c:5]([C:6]#[N:7])[c:8]([N+:12](=[O:13])[O-:14])[cH:9][cH:10][cH:11]1.[O-:24][C:25]([O-:26])=[O:27].[O:28]=[CH:29][N:30]([CH3:31])[CH3:32].[OH2:33].[SH:15][c:16]1[cH:17][cH:18][cH:19][cH:20][cH:21]1.[cH:34]1[cH:35][cH:36][n:37][cH:38][cH:39]1>>[c:4]1([S:15][c:16]2[cH:17][cH:18][cH:19][cH:20][cH:21]2)[c:5]([C:6]#[N:7])[c:8]([N+:12](=[O:13])[O-:14])[cH:9][cH:10][cH:11]1. Starting materials: NC1=NC=C(C=C1C(=O)O)C1=CC=C(C=C1)Cl (2-Amino-5-(4-chlorophenyl)-3-pyridinecarboxylic acid). Reagents/catalysts: [Cu] (copper). Run in N1=CC=CC2=CC=CC=C12 (quinoline). Reaction conditions: temperature 230 celsius. Product: ClC1=CC=C(C=C1)C=1C=CC(=NC1)N (5-(4-CHLOROPHENYL)-2-PYRIDYLAMINE). RXN SMILES: [NH2:1][C:2]1[C:7](C(O)=O)=[CH:6][C:5]([C:11]2[CH:16]=[CH:15][C:14]([Cl:17])=[CH:13][CH:12]=2)=[CH:4][N:3]=1>[Cu].N1C2C(=CC=CC=2)C=CC=1>[Cl:17][C:14]1[CH:15]=[CH:16][C:11]([C:5]2[CH:6]=[CH:7][C:2]([NH2:1])=[N:3][CH:4]=2)=[CH:12][CH:13]=1. Procedure: 2-Amino-5-(4-chlorophenyl)-3-pyridinecarboxylic acid (1.0 gram), copper powder (0.2 gram), and 10 ml quinoline were heated in an oil bath at 205° C. After 21/2 hours, the temperature was raised to 230° C. for an additional hour. A solid precipitate formed which was collected and then washed with ethyl acetate. The solution was then stripped and the residue chromatographed on 300 ml of silica gel. The gum-like solid was applied to the top of the column with ether and then eluted with additional e... The reactants are O=C([O-])[O-], CO, O=C(NCCc1ccc(OC(F)(F)F)cc1)C(F)(F)F, [K+], [K+], O. Product: FC(F)(F)Oc1ccc2c(c1)CNCC2. Reaction SMILES: [C:21](=[O:22])([O-:23])[O-:24].[CH3:28][OH:29].[F:1][C:2]([O:3][c:4]1[cH:5][cH:6][c:7]([CH2:10][CH2:11][NH:12][C:13](=[O:14])[C:15]([F:16])([F:17])[F:18])[cH:8][cH:9]1)([F:19])[F:20].[K+:25].[K+:26].[OH2:27]>>[F:1][C:2]([O:3][c:4]1[cH:5][c:6]2[c:7]([cH:8][cH:9]1)[CH2:10][CH2:11][NH:12][CH2:13]2)([F:19])[F:20].